This data is from the Open Reaction Database (ORD), a public repository of structured organic reaction records. The task is: describe an organic reaction: reactants, conditions, products, and yield Reactants: FC1=CC2=C(C(=NO2)C2CCNCC2)C=C1 (6-fluoro-3-(4-piperidinyl)-1,2-benzisoxazole), C(=O)([O-])[O-].[K+].[K+] (K2CO3), ClCCCOC=1C=C2C=CNC2=CC1 (5-(3-chloropropoxy)indole), CC#N (CH3CN). Procedure details: A mixture of 6-fluoro-3-(4-piperidinyl)-1,2-benzisoxazole (2.6 g, 11.8 mmol), K2CO3 (1.6 g, 11.6 mmol), KI (200 mg), 5-(3-chloropropoxy)indole (2.2 g, 10.5 mmol) and CH3CN (100 ml) was stirred at reflux under N2 for 18 hours. The cooled reaction was poured into H2O and the aqueous mixture was extracted with EtOAc. The EtOAc extract was washed 2 times with H2O, 2 times with brine and after drying with MgSO4 the solvent was removed in vacuo to yield 5.1 g of a dark oil. The oil was purified by pre... RXN SMILES: [F:1][C:2]1[CH:16]=[CH:15][C:5]2[C:6]([CH:9]3[CH2:14][CH2:13][NH:12][CH2:11][CH2:10]3)=[N:7][O:8][C:4]=2[CH:3]=1.C([O-])([O-])=O.[K+].[K+].Cl[CH2:24][CH2:25][CH2:26][O:27][C:28]1[CH:29]=[C:30]2[C:34](=[CH:35][CH:36]=1)[NH:33][CH:32]=[CH:31]2.CC#N>O>[F:1][C:2]1[CH:16]=[CH:15][C:5]2[C:6]([CH:9]3[CH2:10][CH2:11][N:12]([CH2:24][CH2:25][CH2:26][O:27][C:28]4[CH:29]=[C:30]5[C:34](=[CH:35][CH:36]=4)[NH:33][CH:32]=[CH:31]5)[CH2:13][CH2:14]3)=[N:7][O:8][C:4]=2[CH:3]=1 |f:1.2.3|. The solvent is O (H2O). The yield is 123.4%. Product: FC1=CC2=C(C(=NO2)C2CCN(CC2)CCCOC=2C=C3C=CNC3=CC2)C=C1 (6-Fluoro-3-[1-[3-[(1H-indol-5-yl)oxy]propyl]-4-piperidinyl]-1,2-benzisoxazole). The reactants are ice water, C(C1=CC=CC=C1)N(C)CCC(C1=CC=CC=C1)(C1=CC=CC=C1)C#N (3-(N-benzyl-N-methylamino)-1-cyano-1,1-diphenylpropane), C([O-])([O-])=O.[Na+].[Na+] (sodium carbonate). Run in S(O)(O)(=O)=O (sulphuric acid). Product: C1(=CC=CC=C1)C(C(=O)N)(CCN(C)CC1=CC=CC=C1)C1=CC=CC=C1 (2,2-diphenyl-4-(N-benzyl-N-methylamino)butanamide). As a reaction SMILES: [CH2:1]([N:8]([CH2:10][CH2:11][C:12]([C:25]#[N:26])([C:19]1[CH:24]=[CH:23][CH:22]=[CH:21][CH:20]=1)[C:13]1[CH:18]=[CH:17][CH:16]=[CH:15][CH:14]=1)[CH3:9])[C:2]1[CH:7]=[CH:6][CH:5]=[CH:4][CH:3]=1.C(=O)([O-])[O-:28].[Na+].[Na+]>S(=O)(=O)(O)O>[C:13]1([C:12]([C:19]2[CH:24]=[CH:23][CH:22]=[CH:21][CH:20]=2)([CH2:11][CH2:10][N:8]([CH2:1][C:2]2[CH:3]=[CH:4][CH:5]=[CH:6][CH:7]=2)[CH3:9])[C:25]([NH2:26])=[O:28])[CH:14]=[CH:15][CH:16]=[CH:17][CH:18]=1 |f:1.2.3|. Reported procedure: A solution of 3-(N-benzyl-N-methylamino)-1-cyano-1,1-diphenylpropane (11.1 g--see Preparation 5) in 90% sulphuric acid (66 ml) was heated at 100° for 1 hour. The mixture was allowed to cool to room temperature and poured into ice/water (300 ml). The aqueous mixture was basified with saturated aqueous sodium carbonate and extracted with dichloromethane (3×100 ml). The combined dichloromethane extracts were dried (MgSO4) and concentrated in vacuo to give the title compound, yield 10.6 g. A sample ... The reactants are [N-]=[N+]=[N-].[Na+] (Sodium azide), C(C1=CC=CC=C1)(=O)O[C@@H]1CC(=C[C@@H]2[C@H]1OS(O2)=O)C(=O)OC (methyl (3aR,7R,7aS)-7-(benzoyloxy)-3a,6,7,7a-tetrahydro-1,3,2-benzodioxathiole-5-carboxylate 2-oxide). Run in CN(C)C=O (DMF), CCOC(=O)C (EtOAc). Run at time 8 hour. Yields the product C(C1=CC=CC=C1)(=O)O[C@@H]1CC(=C[C@@H]([C@H]1O)N=[N+]=[N-])C(=O)OC ((1R,5S,6R)-5-azido-6-hydroxy-3-(methoxycarbonyl)-3-cyclohexen-1-yl benzoate). Yield: 36.0%. RXN SMILES: [N-:1]=[N+:2]=[N-:3].[Na+].[C:5]([O:13][C@H:14]1[C@@H:19]2[O:20]S(=O)O[C@@H:18]2[CH:17]=[C:16]([C:24]([O:26][CH3:27])=[O:25])[CH2:15]1)(=[O:12])[C:6]1[CH:11]=[CH:10][CH:9]=[CH:8][CH:7]=1>CN(C=O)C.CCOC(C)=O>[C:5]([O:13][C@H:14]1[C@H:19]([OH:20])[C@@H:18]([N:1]=[N+:2]=[N-:3])[CH:17]=[C:16]([C:24]([O:26][CH3:27])=[O:25])[CH2:15]1)(=[O:12])[C:6]1[CH:7]=[CH:8][CH:9]=[CH:10][CH:11]=1 |f:0.1|. Procedure details: Sodium azide (2.3 g, 36.0 mmol) was added to a solution of Example 13F in DMF (30 mL). After stirring at room temperature overnight, the reaction mixture was diluted with EtOAc, washed with brine, dried (MgSO4), filtered and concentrated. The concentrate was purified by flash chromatography using hexanes/ethyl acetate (3/2) to afford 1.36 g (36%) of the desired product as a colorless oil. Reactants: Cl (HCl), Pd(Amphos)2Cl2, COC1=C(C=CC=C1)B(O)O (2-methoxyphenylboronic acid), ClC1=CC(=C(C=C1)C1=NC=CC2=CC(=CC=C12)S(=O)(=O)NC1=NC=NC=C1)OC (1-(4-CHLORO-2-METHOXYPHENYL)-N-(PYRIMIDIN-4-YL)ISOQUINOLINE-6-SULFONAMIDE), P(=O)([O-])([O-])[O-].[K+].[K+].[K+] (potassium phosphate). Solvent: O (water), O1CCOCC1 (dioxane). Run at temperature 150 celsius, time 10 minute. The product is COC1=C(C=CC=C1)C1=CC(=C(C=C1)C1=NC=CC2=CC(=CC=C12)S(=O)(=O)NC1=NC=NC=C1)OC (1-(2′,3-dimethoxy-[1,1′-biphenyl]-4-yl)-N-(pyrimidin-4-yl)isoquinoline-6-sulfonamide). Yield: 23.9%. RXN SMILES: [CH3:1][O:2][C:3]1[CH:8]=[CH:7][CH:6]=[CH:5][C:4]=1B(O)O.Cl[C:13]1[CH:18]=[CH:17][C:16]([C:19]2[C:28]3[C:23](=[CH:24][C:25]([S:29]([NH:32][C:33]4[CH:38]=[CH:37][N:36]=[CH:35][N:34]=4)(=[O:31])=[O:30])=[CH:26][CH:27]=3)[CH:22]=[CH:21][N:20]=2)=[C:15]([O:39][CH3:40])[CH:14]=1.P([O-])([O-])([O-])=O.[K+].[K+].[K+].Cl>O.O1CCOCC1>[CH3:1][O:2][C:3]1[CH:8]=[CH:7][CH:6]=[CH:5][C:4]=1[C:13]1[CH:18]=[CH:17][C:16]([C:19]2[C:28]3[C:23](=[CH:24][C:25]([S:29]([NH:32][C:33]4[CH:38]=[CH:37][N:36]=[CH:35][N:34]=4)(=[O:30])=[O:31])=[CH:26][CH:27]=3)[CH:22]=[CH:21][N:20]=2)=[C:15]([O:39][CH3:40])[CH:14]=1 |f:2.3.4.5|. Reported procedure: A microwave vial charged with Pd(Amphos)2Cl2 (0.008 g, 0.012 mmol), 2-methoxyphenylboronic acid (0.036 g, 0.234 mmol), 1-(4-chloro-2-methoxyphenyl)-N-(pyrimidin-4-yl)isoquinoline-6-sulfonamide (From example 160; 0.050 g, 0.117 mmol), potassium phosphate (0.099 g, 0.469 mmol), 1.5 mL dioxane, and 0.25 mL water was heated to 150° C. in the microwave for 30 minutes. LC/MS showed mostly product, so the aqueous layer was removed and the reaction mixture was treated with HCl (4N in dioxane) (117 μl, 0... The product is CCCCCC(CC1CC2CCN1CC2)(c1ccccc1)c1ccccc1. RXN SMILES: [Br:36][CH2:37][CH2:38][CH2:39][CH2:40][CH3:41].[CH2:23]([Li:24])[CH2:25][CH2:26][CH3:27].[CH2:48]1[CH2:49][CH2:50][CH2:51][CH2:52][CH2:53]1.[CH3:28][N:29]([CH3:30])[CH2:31][CH2:32][N:33]([CH3:34])[CH3:35].[CH3:42][CH2:43][CH2:44][CH2:45][CH2:46][CH3:47].[c:1]1([CH:7]([CH2:8][CH:9]2[N:10]3[CH2:11][CH2:12][CH:13]([CH2:14]2)[CH2:15][CH2:16]3)[c:17]2[cH:18][cH:19][cH:20][cH:21][cH:22]2)[cH:2][cH:3][cH:4][cH:5][cH:6]1>>[c:1]1([C:7]([CH2:8][CH:9]2[N:10]3[CH2:11][CH2:12][CH:13]([CH2:14]2)[CH2:15][CH2:16]3)([c:17]2[cH:18][cH:19][cH:20][cH:21][cH:22]2)[CH2:37][CH2:38][CH2:39][CH2:40][CH3:41])[cH:2][cH:3][cH:4][cH:5][cH:6]1. Reactants: CCCCCBr, [Li]CCCC, C1CCCCC1, CN(C)CCN(C)C, CCCCCC, c1ccc(C(CC2CC3CCN2CC3)c2ccccc2)cc1. Reactants: O(C1=CC=CC=C1)C1=C(C(=CC=C1)OC1=CC=CC=C1)[Li] (2,6-diphenoxyphenyllithium), C(=O)=O (carbon dioxide), C(=O)=O (carbon dioxide), O(C1=CC=CC=C1)C1=C(C(=O)O)C(=CC=C1)OC1=CC=CC=C1 (2,6-diphenoxybenzoic acid), alkyl, C[Li] (methyllithium), C(CCC)[Li] (butyllithium), O(C1=CC=CC=C1)C1=CC(=CC=C1)OC1=CC=CC=C1 (1,3-diphenoxybenzene), alkyllithium. Solvent: CCOCC (ether), C(C)OCC (diethyl ether), CCOCC (ether), O1CCCC1 (tetrahydrofuran). The product is O(C1=CC=CC=C1)C1=C(C(=O)[O-])C(=CC=C1)OC1=CC=CC=C1.[Li+] (lithium 2,6-diphenoxybenzoate). RXN SMILES: [O:1]([C:8]1[CH:16]=[CH:15][CH:14]=[C:13]([O:17][C:18]2[CH:23]=[CH:22][CH:21]=[CH:20][CH:19]=2)[C:9]=1[C:10]([OH:12])=[O:11])[C:2]1[CH:7]=[CH:6][CH:5]=[CH:4][CH:3]=1.O(C1C=CC=C(OC2C=CC=CC=2)C=1)C1C=CC=CC=1.C[Li].C([Li:50])CCC.O(C1C=CC=C(OC2C=CC=CC=2)C=1[Li])C1C=CC=CC=1.C(=O)=O>CCOCC.O1CCCC1>[O:1]([C:8]1[CH:16]=[CH:15][CH:14]=[C:13]([O:17][C:18]2[CH:19]=[CH:20][CH:21]=[CH:22][CH:23]=2)[C:9]=1[C:10]([O-:12])=[O:11])[C:2]1[CH:3]=[CH:4][CH:5]=[CH:6][CH:7]=1.[Li+:50] |f:8.9|. Reported procedure: The desired 2,6-diphenoxybenzoic acid can be prepared as illustrated in equation 1 ##STR4## In this method, 1,3-diphenoxybenzene is caused to react with an alkyllithium compound ZLi where Z is alkyl of 1 to 4 carbon atoms or phenyl, for example, methyllithium or butyllithium, in an ether-type solvent such as diethyl ether or tetrahydrofuran for 0.5 to 3 hours at 25°-100°, preferably at the boiling point of the solvent. The resulting intermediate, 2,6-diphenoxyphenyllithium, is added to an excess... The reactants are O=C(O)C=Cc1cccc(F)c1, O=S(Cl)Cl, c1ccccc1. The product is O=C(Cl)C=Cc1cccc(F)c1. Reaction SMILES: [F:1][c:2]1[cH:3][c:4]([CH:5]=[CH:6][C:7](=[O:8])[OH:9])[cH:10][cH:11][cH:12]1.[S:13]([Cl:14])([Cl:15])=[O:16].[cH:17]1[cH:18][cH:19][cH:20][cH:21][cH:22]1>>[F:1][c:2]1[cH:3][c:4]([CH:5]=[CH:6][C:7](=[O:8])[Cl:15])[cH:10][cH:11][cH:12]1. The reactants are CC(C)(C)OC(=O)c1ccc(C#N)cc1, C1CCOC1, CC(C)[O-], CC[Zn]CC, CCCCCC, CC(C)[O-], C[Ti+3], CC(C)[O-], CC(C)[O-], [I-], [Li+], [Li+], O. Product: CC(C)(C)OC(=O)c1ccc(C2(N)CC2)cc1. As a reaction SMILES: [C:8](#[N:9])[c:10]1[cH:11][cH:12][c:13]([C:14](=[O:15])[O:16][C:17]([CH3:18])([CH3:19])[CH3:20])[cH:21][cH:22]1.[CH2:28]1[O:29][CH2:30][CH2:31][CH2:32]1.[CH3:1][CH:2]([CH3:3])[O-:4].[CH3:23][CH2:24][Zn:25][CH2:26][CH3:27].[CH3:33][CH2:34][CH2:35][CH2:36][CH2:37][CH3:38].[CH3:39][CH:40]([CH3:41])[O-:42].[CH3:43][Ti+3:44].[CH3:45][CH:46]([CH3:47])[O-:48].[CH3:49][CH:50]([CH3:51])[O-:52].[I-:6].[Li+:5].[Li+:7].[OH2:53]>>[CH2:1]1[CH2:2][C:8]1([NH2:9])[c:10]1[cH:11][cH:12][c:13]([C:14](=[O:15])[O:16][C:17]([CH3:18])([CH3:19])[CH3:20])[cH:21][cH:22]1.